Dataset: the Open Reaction Database (ORD), a public repository of structured organic reaction records. Task: describe an organic reaction: reactants, conditions, products, and yield Starting materials: C=1C2=C(SC1)C=C(C1=CC=CC=C12)C=O (Naphtho[2,1-b]thiophene-5-carbaldehyde), C(=O)C1=CC2=C(SC(=C2)C(=O)OC)C2=CC=CC=C12 (Methyl 5-formyl-naphtho[1,2-b]thiophene-2-carboxylate). Run in C(Cl)Cl.CCCCCC (CH2Cl2 hexane). Product: S1C2=C(C=C1)C=C(C1=CC=CC=C12)C=O (naphtho[1,2-b]thiophene-5-carbaldehyde). Yield: 61.9%. As a reaction SMILES: C1C2C3C(=CC=CC=3)C(C=O)=CC=2SC=1.[CH:16]([C:18]1[C:34]2[C:29](=[CH:30][CH:31]=[CH:32][CH:33]=2)[C:21]2[S:22][C:23](C(OC)=O)=[CH:24][C:20]=2[CH:19]=1)=[O:17]>C(Cl)Cl.CCCCCC>[S:22]1[CH:23]=[CH:24][C:20]2[CH:19]=[C:18]([CH:16]=[O:17])[C:34]3[C:29]([C:21]1=2)=[CH:30][CH:31]=[CH:32][CH:33]=3 |f:2.3|. Procedure details: Using the procedure outlined in 7B, methyl naphtho[1,2-b]-thiophene-2-carboxylate (10A) gave a 61.9% yield of naphtho[1,2-b]thiophene-5-carbaldehyde, mp 96°-96.5°, (C,H,S), (CH2Cl2 /hexane). Reactants: COC=1C=CC2=C(CCN(C(N2)=O)C2CCNCC2)C1 (7-methoxy-3-piperidin-4-yl-1,3,4,5-tetrahydro-1,3-benzodiazepin-2-one), ClC1=CC(=NC=N1)C(=O)C1=CC2=C(NC(O2)=O)C=C1 (6-(6-chloro-pyrimidine-4-carbonyl)-3H-benzoxazol-2-one), CCN(C(C)C)C(C)C (DIPEA). The solvent is CN(C)C=O (DMF), C(C)#N.O (acetonitrile water). Reaction conditions: time 8 hour. Yields the product COC1=CC2=C(NC(N(CC2)C2CCN(CC2)C2=NC=NC(=C2)C(=O)C2=CC3=C(NC(O3)=O)C=C2)=O)C=C1 (7-methoxy-3-{1-[6-(2-oxo-2,3-dihydro-benzoxazole-6-carbonyl)-pyrimidin-4-yl]-piperidin-4-yl}-1,3,4,5-tetrahydro-benzo[d][1,3]diazepin-2-one). Reaction SMILES: [CH3:1][O:2][C:3]1[CH:4]=[CH:5][C:6]2[NH:12][C:11](=[O:13])[N:10]([CH:14]3[CH2:19][CH2:18][NH:17][CH2:16][CH2:15]3)[CH2:9][CH2:8][C:7]=2[CH:20]=1.Cl[C:22]1[N:27]=[CH:26][N:25]=[C:24]([C:28]([C:30]2[CH:39]=[CH:38][C:33]3[NH:34][C:35](=[O:37])[O:36][C:32]=3[CH:31]=2)=[O:29])[CH:23]=1.CCN(C(C)C)C(C)C>CN(C=O)C.C(#N)C.O>[CH3:1][O:2][C:3]1[CH:4]=[CH:5][C:6]2[NH:12][C:11](=[O:13])[N:10]([CH:14]3[CH2:19][CH2:18][N:17]([C:22]4[CH:23]=[C:24]([C:28]([C:30]5[CH:39]=[CH:38][C:33]6[NH:34][C:35](=[O:37])[O:36][C:32]=6[CH:31]=5)=[O:29])[N:25]=[CH:26][N:27]=4)[CH2:16][CH2:15]3)[CH2:9][CH2:8][C:7]=2[CH:20]=1 |f:4.5|. Procedure details: 99 mg (0.40 mmol) 7-methoxy-3-piperidin-4-yl-1,3,4,5-tetrahydro-1,3-benzodiazepin-2-one, 0.10 g (0.40 mmol) 6-(6-chloro-pyrimidine-4-carbonyl)-3H-benzoxazol-2-one and 0.07 mL (0.40 mmol) DIPEA were combined in 2 mL DMF and shaken overnight at RT. The mixture was diluted with acetonitrile/water and purified by preparative HPLC-MS. The fractions containing the product were combined and freeze-dried. As a reaction SMILES: [CH2:1]([CH3:2])[O:3][C:4](=[O:5])[c:6]1[cH:7][c:8]2[c:9]([n:10]([CH3:21])[c:11](-[c:13]3[c:14]([Cl:20])[cH:15][cH:16][cH:17][c:18]3[Cl:19])[n:12]2)[cH:22][cH:23]1.[CH3:26][CH2:27][OH:28].[Na+:25].[OH-:24]>>[O:3]=[C:4]([OH:5])[c:6]1[cH:7][c:8]2[c:9]([n:10]([CH3:21])[c:11](-[c:13]3[c:14]([Cl:20])[cH:15][cH:16][cH:17][c:18]3[Cl:19])[n:12]2)[cH:22][cH:23]1. Product: Cn1c(-c2c(Cl)cccc2Cl)nc2cc(C(=O)O)ccc21. The reactants are CCOC(=O)c1ccc2c(c1)nc(-c1c(Cl)cccc1Cl)n2C, CCO, [Na+], [OH-]. The reactants are BrCCBr, CCCONC(=O)OCC, [H-], [Na+], C1CCOC1. The product is CCCON(CCBr)C(=O)OCC. Reaction SMILES: [Br:13][CH2:14][CH2:15][Br:16].[CH2:3]([CH2:4][CH3:5])[O:6][NH:7][C:8]([O:9][CH2:10][CH3:11])=[O:12].[H-:1].[Na+:2].[O:17]1[CH2:18][CH2:19][CH2:20][CH2:21]1>>[CH2:3]([CH2:4][CH3:5])[O:6][N:7]([C:8]([O:9][CH2:10][CH3:11])=[O:12])[CH2:15][CH2:14][Br:13]. Conditions: time 6 hour. Isolated yield 49.6%. Run in CO (methanol). Procedure: To a solution of 6.9 g of metallic sodium in 90 ml of methanol are added 24 g of 2-chloronicotinic acid and 18 g of 4-hydroxybenzonitrile. The methanol is distilled off under reduced pressure, 60 ml of nitrobenzene is added, and the mixture is allowed to stand at 180° C to 190° C for 6 hours. After cooling, an aqueous potassium carbonate solution is added to the reaction mixture, and the whole mixture is filtered off. The aqueous layer is separated, washed with ethyl acetate and made acid with h... Yields the product C(#N)C1=CC=C(OC2=C(C(=O)O)C=CC=N2)C=C1 (2-(4-cyanophenoxy)nicotinic acid). RXN SMILES: [Na].Cl[C:3]1[N:11]=[CH:10][CH:9]=[CH:8][C:4]=1[C:5]([OH:7])=[O:6].[OH:12][C:13]1[CH:20]=[CH:19][C:16]([C:17]#[N:18])=[CH:15][CH:14]=1>CO>[C:17]([C:16]1[CH:19]=[CH:20][C:13]([O:12][C:3]2[N:11]=[CH:10][CH:9]=[CH:8][C:4]=2[C:5]([OH:7])=[O:6])=[CH:14][CH:15]=1)#[N:18] |^1:0|. The reactants are [Na] (sodium), ClC1=C(C(=O)O)C=CC=N1 (2-chloronicotinic acid), OC1=CC=C(C#N)C=C1 (4-hydroxybenzonitrile). Starting materials: FC=1C=C(C=O)C=CC1O (3-fluoro-4-hydroxybenzaldehyde), C(C)(=O)NCC(=O)O (N-acetylglycine), C([O-])([O-])=O.[Na+].[Na+] (sodium carbonate), C(C)(=O)[O-].[Na+] (sodium acetate), C([O-])([O-])=O (carbonate). Run in C(C)(=O)OC(C)=O (acetic anhydride), O (water). Yields the product FC=1C=C(\C=C\2/N=C(OC2=O)C)C=CC1O ((Z)-4-(3-fluoro-4-hydroxybenzylidene)-2-methyloxazole-5(4H)-one). Yield: 85.0%. Reaction SMILES: [F:1][C:2]1[CH:3]=[C:4]([CH:7]=[CH:8][C:9]=1[OH:10])[CH:5]=O.[C:11]([NH:14][CH2:15][C:16]([OH:18])=[O:17])(=O)[CH3:12].C(=O)([O-])[O-].[Na+].[Na+].C([O-])(=O)C.[Na+].C(=O)([O-])[O-]>C(OC(=O)C)(=O)C.O>[F:1][C:2]1[CH:3]=[C:4]([CH:7]=[CH:8][C:9]=1[OH:10])/[CH:5]=[C:15]1\[N:14]=[C:11]([CH3:12])[O:18][C:16]\1=[O:17] |f:2.3.4,5.6|. Procedure: Commercially available 3-fluoro-4-hydroxybenzaldehyde (14 g, 0.1 mol), N-acetylglycine (14 g, 0.12 mol), sodium carbonate (10.6 g, 0.1 mol) and sodium acetate (16.6 g, 0.2 mol) were mixed at r.t. in 60 mL of acetic anhydride and stirred at moderate heating until full dissolution of carbonate. Then the mixture was refluxed for 2 hours, cooled down to r.t. and diluted with water (200 mL). The precipitate was filtered and used without further purification: 22.34 g. (Yield ˜85%) Reactants: C(C)(C)(C)OC(=O)OC(=O)OC(C)(C)C (Di-tert-butyl-dicarbonate), C(C)(C)(C)O (tert-butylalcohol), O (Water), NCCCC(=O)O (4-Aminobutanoic acid), C(C)(C)(C)O (tert-butyl alcohol), [OH-].[Na+] (NaOH). Reaction conditions: time 10 minute. Yields the product C(=O)(OC(C)(C)C)CCC(C(=O)O)N (4-Boc-aminobutanoic acid). RXN SMILES: [NH2:1][CH2:2][CH2:3][CH2:4][C:5]([OH:7])=[O:6].[OH-].[Na+].C([O:14][C:15](OC(OC(C)(C)C)=O)=[O:16])(C)(C)C.O.[C:26](O)([CH3:29])([CH3:28])[CH3:27]>>[C:5]([CH2:4][CH2:3][CH:2]([NH2:1])[C:15]([OH:16])=[O:14])([O:7][C:26]([CH3:29])([CH3:28])[CH3:27])=[O:6] |f:1.2|. Procedure: 4-Aminobutanoic acid (1 g, 9.7 mmol) was dissolved in tert-butyl alcohol (15 ml), 5N NaOH (1.93 ml, 9.7 mmol) was added thereto, and the mixture was stirred at room temperature for 10 minutes. Di-tert-butyl-dicarbonate (2.33 g, 10.7 mmol) dissolved in tert-butylalcohol (17 ml) was added thereto and stirred for 24 hours at room temperature. Water (12 ml) was added thereto and the resultant was concentrated under a reduced pressure and cooled to 0° C. Then, 2N H2SO4 was added thereto dropwise unti... The solvent is [H][H] (hydrogen). Reactants: S(=O)(=O)([O-])[O-] (sulfate), C(C)OC(=O)C1=CC2=C(N=CN2)C=C1 (benzimidazole-5-carboxylic ethyl ester), C(C)O (ethanol). The reagents and catalysts are [C].[Pd] (palladium-carbon). Product: C(C)OC(=O)C1CC2=C(N=CN2)CC1 (4,5,6,7-tetrahydrobenzimidazole-5-carboxylic ethyl ester). Reported procedure: A mixture of 10.0 g of sulfate of benzimidazole-5-carboxylic ethyl ester, 5.0 g of 5% palladium-carbon catalyst, and 100 ml of ethanol was stirred in hydrogen for five hours under the conditions of 135° C. and 50 kg/cm2, cooled, then filtered to separate the catalyst, and distilled to expel the ethanol. The residue of the distillation was neutralized with an aqueous sodium bicarbonate solution and extracted with chloroform. The chloroform layer was dried over anhydrous magnesium sulfate and then... RXN SMILES: S([O-])([O-])(=O)=O.[CH2:6]([O:8][C:9]([C:11]1[CH:19]=[CH:18][C:14]2[N:15]=[CH:16][NH:17][C:13]=2[CH:12]=1)=[O:10])[CH3:7].C(O)C>[C].[Pd].[H][H]>[CH2:6]([O:8][C:9]([CH:11]1[CH2:19][CH2:18][C:14]2[N:15]=[CH:16][NH:17][C:13]=2[CH2:12]1)=[O:10])[CH3:7] |f:3.4|. Starting materials: CCO, CCOC(=O)CCC1CC(N=[N+]=[N-])CN1C(=O)OC(C)(C)C. Product: CCOC(=O)CCC1CC(N)CN1C(=O)OC(C)(C)C. As a reaction SMILES: [CH3:23][CH2:24][OH:25].[N:1](=[N+:2]=[N-:3])[CH:4]1[CH2:5][CH:6]([CH2:16][CH2:17][C:18](=[O:19])[O:20][CH2:21][CH3:22])[N:7]([C:9](=[O:10])[O:11][C:12]([CH3:13])([CH3:14])[CH3:15])[CH2:8]1>>[NH2:1][CH:4]1[CH2:5][CH:6]([CH2:16][CH2:17][C:18](=[O:19])[O:20][CH2:21][CH3:22])[N:7]([C:9](=[O:10])[O:11][C:12]([CH3:13])([CH3:14])[CH3:15])[CH2:8]1.